From a dataset of the Open Reaction Database (ORD), a public repository of structured organic reaction records. describe an organic reaction: reactants, conditions, products, and yield Starting materials: BrCC(C(=O)OCC)C(=O)OCC (diethyl bromomethylmalonate), ClC1=C(OC=2C=CC(=C(C2)O)[N+](=O)[O-])C=CC(=C1)C(F)(F)F (5-(2-chloro-4-trifluoromethylphenoxy)-2-nitrophenol), ClC1=C(OC=2C=CC(=C(C2)O)[N+](=O)[O-])C(=CC(=C1)C(F)(F)F)Cl (5-(2,6-dichloro-4-trifluoromethylphenoxy)-2-nitrophenol), ClC1=C(OC=2C=CC(=C(C2)O)[N+](=O)[O-])C(=CC(=C1)C(F)(F)F)F (5-(2-chloro-6-fluoro-4-trifluoromethylphenoxy)-2-nitrophenol), ClC1=C(OC=2C=CC(=C(OC(C(=O)OCC)(C(=O)OCC)C)C2)[N+](=O)[O-])C=CC(=C1)C(F)(F)F (diethyl 2-[5-(2-chloro-4-trifluoromethylphenoxy)-2-nitrophenoxy]-2-methylmalonate), diethyl 2-[5-(2,6-dichloro-4-trifluoromethylphenoxy)- 2-nitrophenxoy]-2-methylmalonate. Yields the product ClC1=C(OC=2C=CC(=C(OC(C(=O)OCC)(C(=O)OCC)C)C2)[N+](=O)[O-])C(=CC(=C1)C(F)(F)F)F (diethyl 2-[5-(2-chloro-6-fluoro-4-trifluoro methylphenoxy)-2-nitrophenoxy]-2-methylmalonate). RXN SMILES: Br[CH2:2][CH:3]([C:9]([O:11][CH2:12][CH3:13])=[O:10])[C:4]([O:6][CH2:7][CH3:8])=[O:5].ClC1C=C(C(F)(F)F)C=CC=1OC1C=CC([N+]([O-])=O)=C(O)C=1.ClC1C=C(C(F)(F)F)C=C(Cl)C=1OC1C=CC([N+]([O-])=O)=C(O)C=1.[Cl:59][C:60]1[CH:76]=[C:75]([C:77]([F:80])([F:79])[F:78])[CH:74]=[C:73]([F:81])[C:61]=1[O:62][C:63]1[CH:64]=[CH:65][C:66]([N+:70]([O-:72])=[O:71])=[C:67]([OH:69])[CH:68]=1.ClC1C=C(C(F)(F)F)C=CC=1OC1C=CC([N+]([O-])=O)=C(C=1)OC(C)(C(OCC)=O)C(OCC)=O>>[Cl:59][C:60]1[CH:76]=[C:75]([C:77]([F:80])([F:79])[F:78])[CH:74]=[C:73]([F:81])[C:61]=1[O:62][C:63]1[CH:64]=[CH:65][C:66]([N+:70]([O-:72])=[O:71])=[C:67]([CH:68]=1)[O:69][C:3]([CH3:2])([C:9]([O:11][CH2:12][CH3:13])=[O:10])[C:4]([O:6][CH2:7][CH3:8])=[O:5]. Reported procedure: Similarly by using diethyl bromomethylmalonate in place of diethyl bromomalonate, and carrying out the reaction with 5-(2-chloro-4-trifluoromethylphenoxy)-2-nitrophenol, 5-(2,6-dichloro-4-trifluoromethylphenoxy)-2-nitrophenol or 5-(2-chloro-6-fluoro-4-trifluoromethylphenoxy)-2-nitrophenol, diethyl 2-[5-(2-chloro-4-trifluoromethylphenoxy)-2-nitrophenoxy]-2-methylmalonate (IV-2), diethyl 2-[5-(2,6-dichloro-4-trifluoromethylphenoxy)- 2-nitrophenxoy]-2-methylmalonate (IV-3) and diethyl 2-[5-(2-chlor...